This data is from the Open Reaction Database (ORD), a public repository of structured organic reaction records. The task is: describe an organic reaction: reactants, conditions, products, and yield Yields the product FC1=CC=C(OC2=C(CCl)C=CC=C2)C=C1 (2-(4-fluorophenoxy)benzyl chloride). Procedure: 8.5 g of thionyl chloride are added dropwise over a 10 minutes span to a stirring mixture of 13.0 g of 2-(4-fluorophenoxy)benzyl alcohol in 80 ml of benzene at ambient temperature. After total addition, the reaction mixture is stirred for 16 hours before being carefully poured onto 350 ml of crushed ice containing 8 ml of sodium bicarbonate. The mixture is stirred until the ice melts. The layers separate and the benzene layer is successively washed twice with 40 ml portions of a half saturated s... Reaction conditions: time 16 hour. As a reaction SMILES: S(Cl)([Cl:3])=O.[F:5][C:6]1[CH:20]=[CH:19][C:9]([O:10][C:11]2[CH:18]=[CH:17][CH:16]=[CH:15][C:12]=2[CH2:13]O)=[CH:8][CH:7]=1.C(=O)(O)[O-].[Na+]>C1C=CC=CC=1>[F:5][C:6]1[CH:20]=[CH:19][C:9]([O:10][C:11]2[CH:18]=[CH:17][CH:16]=[CH:15][C:12]=2[CH2:13][Cl:3])=[CH:8][CH:7]=1 |f:2.3|. Solvent: C1=CC=CC=C1 (benzene). Starting materials: FC1=CC=C(OC2=C(CO)C=CC=C2)C=C1 (2-(4-fluorophenoxy)benzyl alcohol), S(=O)(Cl)Cl (thionyl chloride), ice, ice, C([O-])(O)=O.[Na+] (sodium bicarbonate). Reactants: diol, O (water), C1CO1 (ethylene oxide), C1(=CC=CC=C1)C (toluene), diamine, N1C2C(NCC1)CS(C2)(=O)=O (1,2,3,4,4a,5,7,7a-octahydrothieno[3,4-b]pyrazine 6,6-dioxide), epoxide, O (Water), O (water). Yields the product N1(C2C(N(CC1)CCO)CS(C2)(=O)=O)CCO (1,2,3,4,4a,5,7,7a-octahydrothieno[3,4-b]pyrazine 1,4-diethanol 6,6-dioxide). RXN SMILES: [OH2:1].[CH2:2]1[O:4][CH2:3]1.[NH:5]1[CH2:10][CH2:9][NH:8][CH:7]2[CH2:11][S:12](=[O:15])(=[O:14])[CH2:13][CH:6]12.[C:16]1([CH3:22])C=CC=CC=1>>[N:5]1([CH2:3][CH2:2][OH:4])[CH2:10][CH2:9][N:8]([CH2:22][CH2:16][OH:1])[CH:7]2[CH2:11][S:12](=[O:15])(=[O:14])[CH2:13][CH:6]12. Reported procedure: This example illustrates the preparation of a typical diol of this invention using a reactive, watersoluble epoxide. (Water soluble epoxides have at most four carbon atoms). 2.5 ml. (0.05 mole) of ethylene oxide was condensed into a reaction flask and dissolved in 5 ml. of water. To this solution was added gradually at room temperature, a solution of 3.5 g. (0.02 mole) in 5 ml. of water of 1,2,3,4,4a,5,7,7a-octahydrothieno[3,4-b]pyrazine 6,6-dioxide, the diamine of Example 1. After the reaction ... Reactants: ClCCCBr, O=C([O-])[O-], CC#N, [K+], [K+], O=[N+]([O-])c1ccc(O)cc1. Yields the product O=[N+]([O-])c1ccc(OCCCCl)cc1. As a reaction SMILES: [Br:17][CH2:18][CH2:19][CH2:20][Cl:21].[C:11](=[O:12])([O-:13])[O-:14].[CH3:22][C:23]#[N:24].[K+:15].[K+:16].[OH:1][c:2]1[cH:3][cH:4][c:5]([N+:8]([O-:9])=[O:10])[cH:6][cH:7]1>>[O:1]([c:2]1[cH:3][cH:4][c:5]([N+:8]([O-:9])=[O:10])[cH:6][cH:7]1)[CH2:18][CH2:19][CH2:20][Cl:21]. Starting materials: CCCCCCCCCCCC(=O)Cl, CC(C)C(N)C(=O)O, CC(C)=O, [Na+], [OH-], O, O=S(=O)(O)O. Product: CCCCCCCCCCCC(=O)NC(C(=O)O)C(C)C. RXN SMILES: [C:11]([CH2:12][CH2:13][CH2:14][CH2:15][CH2:16][CH2:17][CH2:18][CH2:19][CH2:20][CH2:21][CH3:22])(=[O:23])[Cl:24].[CH3:1][CH:2]([CH3:3])[CH:4]([NH2:5])[C:6]([OH:7])=[O:8].[CH3:30][C:31](=[O:32])[CH3:33].[Na+:10].[OH-:9].[OH2:34].[S:25](=[O:26])(=[O:27])([OH:28])[OH:29]>>[CH3:1][CH:2]([CH3:3])[CH:4]([NH:5][C:11]([CH2:12][CH2:13][CH2:14][CH2:15][CH2:16][CH2:17][CH2:18][CH2:19][CH2:20][CH2:21][CH3:22])=[O:23])[C:6]([OH:7])=[O:8]. The reactants are Cl (hydrochloric acid), C(CCCCCCC)OC1=C(C=C(C=C1)C(C1=CC(=CC=C1)C(=O)OCC)=O)CC(=O)OCC (2-(octyloxy)-5-[3-(ethoxycarbonyl)benzoyl]benzeneacetic acid, ethyl ester), [BH4-].[Na+] (sodium borohydride). Run in O (water), O (water), C(C)(=O)OCC (ethyl acetate), C(C)O (ethanol), O (water). Reaction conditions: time 3 hour. The product is C(CCCCCCC)OC1=C(C=C(C=C1)C(O)C1=CC(=CC=C1)C(=O)OCC)CC(=O)OCC (2-(Octyloxy)-5-{[3-(ethoxycarbonyl)phenyl]hydroxymethyl}benzeneacetic acid, ethyl ester). Isolated yield 86.0%. Reaction SMILES: [CH2:1]([O:9][C:10]1[CH:15]=[CH:14][C:13]([C:16](=[O:28])[C:17]2[CH:22]=[CH:21][CH:20]=[C:19]([C:23]([O:25][CH2:26][CH3:27])=[O:24])[CH:18]=2)=[CH:12][C:11]=1[CH2:29][C:30]([O:32][CH2:33][CH3:34])=[O:31])[CH2:2][CH2:3][CH2:4][CH2:5][CH2:6][CH2:7][CH3:8].[BH4-].[Na+].Cl>C(O)C.O.C(OCC)(=O)C>[CH2:1]([O:9][C:10]1[CH:15]=[CH:14][C:13]([CH:16]([C:17]2[CH:22]=[CH:21][CH:20]=[C:19]([C:23]([O:25][CH2:26][CH3:27])=[O:24])[CH:18]=2)[OH:28])=[CH:12][C:11]=1[CH2:29][C:30]([O:32][CH2:33][CH3:34])=[O:31])[CH2:2][CH2:3][CH2:4][CH2:5][CH2:6][CH2:7][CH3:8] |f:1.2|. Reported procedure: To a solution of 220 mg of 2-(octyloxy)-5-[3-(ethoxycarbonyl)benzoyl]benzeneacetic acid, ethyl ester, in 25 ml of ethanol were added 20 mg of sodium borohydride. After 3 hours of stirring, 5 ml of water and 2 ml of hydrochloric acid were added. After stirring for 15 minutes, additional water was added until the solution turned cloudy. The mixture was poured into ethyl acetate and water. The layers were separated, the organic layer was washed three times with water, and the combined water extract...